From a dataset of the Open Reaction Database (ORD), a public repository of structured organic reaction records. describe an organic reaction: reactants, conditions, products, and yield Reactants: CC(C)=CCBr, CC#N, [K+], [K+], O=C([O-])[O-], c1ccc(C(=C2CC3CCC(C2)N3)c2ccsc2)cc1. Product: CC(C)=CCN1C2CCC1CC(=C(c1ccccc1)c1ccsc1)C2. Reaction SMILES: [Br:27][CH2:28][CH:29]=[C:30]([CH3:31])[CH3:32].[CH3:33][C:34]#[N:35].[K+:21].[K+:22].[O-:23][C:24]([O-:25])=[O:26].[c:1]1([C:7](=[C:8]2[CH2:9][CH:10]3[CH2:11][CH2:12][CH:13]([CH2:14]2)[NH:15]3)[c:16]2[cH:17][s:18][cH:19][cH:20]2)[cH:2][cH:3][cH:4][cH:5][cH:6]1>>[c:1]1([C:7](=[C:8]2[CH2:9][CH:10]3[CH2:11][CH2:12][CH:13]([CH2:14]2)[N:15]3[CH2:28][CH:29]=[C:30]([CH3:31])[CH3:32])[c:16]2[cH:17][s:18][cH:19][cH:20]2)[cH:2][cH:3][cH:4][cH:5][cH:6]1. The reactants are C(C)(=O)C=1C=C(C(=O)OC)C=C(C1)C(NC(C)C1=CC=C(C=C1)F)=O (methyl 3-acetyl-5-((1-(4-fluorophenyl)ethyl)-carbamoyl)benzoate), CO (MeOH), O (H2O), [Li+].[OH-] (LiOH). Solvent: C1CCOC1 (THF). Run at time 1 hour. Product: C(C)(=O)C=1C=C(C(=O)O)C=C(C1)C(NC(C)C1=CC=C(C=C1)F)=O (3-acetyl-5-((1-(4-fluorophenyl)ethyl)carbamoyl)benzoic acid). Isolated yield 96.0%. Reaction SMILES: [C:1]([C:4]1[CH:5]=[C:6]([CH:11]=[C:12]([C:14](=[O:25])[NH:15][CH:16]([C:18]2[CH:23]=[CH:22][C:21]([F:24])=[CH:20][CH:19]=2)[CH3:17])[CH:13]=1)[C:7]([O:9]C)=[O:8])(=[O:3])[CH3:2].CO.O.[Li+].[OH-]>C1COCC1>[C:1]([C:4]1[CH:5]=[C:6]([CH:11]=[C:12]([C:14](=[O:25])[NH:15][CH:16]([C:18]2[CH:19]=[CH:20][C:21]([F:24])=[CH:22][CH:23]=2)[CH3:17])[CH:13]=1)[C:7]([OH:9])=[O:8])(=[O:3])[CH3:2] |f:3.4|. Procedure: To a solution of methyl 3-acetyl-5-((1-(4-fluorophenyl)ethyl)-carbamoyl)benzoate (302 mg, 0.88 mmol) in a mixture of THF (1.2 mL), MeOH (2.4 mL) and H2O (6.0 mL), was added LiOH (63.3 mg, 2.64 mmol) and the mixture was stirred at room temperature for 1 h. The mixture was concentrated and partitioned between ethyl acetate and H2O. The aqueous layer was washed with ethyl acetate twice and acidified with 1N HCl solution to pH around 2˜3. The aqueous layer was extracted with ethyl acetate 3 times an... Starting materials: CC(C)(C=CC#N)c1cccc(OCc2ccccc2)c1, CO, N. Yields the product CC(C)(C=CCN)c1cccc(OCc2ccccc2)c1. Reaction SMILES: [CH2:1]([c:2]1[cH:3][cH:4][cH:5][cH:6][cH:7]1)[O:8][c:9]1[cH:10][c:11]([C:15]([CH:16]=[CH:17][C:18]#[N:19])([CH3:20])[CH3:21])[cH:12][cH:13][cH:14]1.[CH3:23][OH:24].[NH3:22]>>[CH2:1]([c:2]1[cH:3][cH:4][cH:5][cH:6][cH:7]1)[O:8][c:9]1[cH:10][c:11]([C:15]([CH:16]=[CH:17][CH2:18][NH2:19])([CH3:20])[CH3:21])[cH:12][cH:13][cH:14]1. Starting materials: Cc1ccccc1, O=C=NC(F)(F)F, Nc1ccccc1. Yields the product O=C(Nc1ccccc1)NC(F)(F)F. Reaction SMILES: [CH3:15][c:16]1[cH:17][cH:18][cH:19][cH:20][cH:21]1.[F:8][C:9]([F:10])([F:11])[N:12]=[C:13]=[O:14].[NH2:1][c:2]1[cH:3][cH:4][cH:5][cH:6][cH:7]1>>[NH:1]([c:2]1[cH:3][cH:4][cH:5][cH:6][cH:7]1)[C:13]([NH:12][C:9]([F:8])([F:10])[F:11])=[O:14].